From a dataset of the Open Reaction Database (ORD), a public repository of structured organic reaction records. describe an organic reaction: reactants, conditions, products, and yield Reactants: [Al+3], CCOC(=O)C(c1cccc(C(F)(F)F)c1)N1CCN(C(=O)OC(C)(C)C)CC1, [H-], [H-], [H-], [H-], [Li+], C1CCOC1. Yields the product CC(C)(C)OC(=O)N1CCN(C(CO)c2cccc(C(F)(F)F)c2)CC1. RXN SMILES: [Al+3:31].[C:1]([CH3:2])([CH3:3])([CH3:4])[O:5][C:6](=[O:7])[N:8]1[CH2:9][CH2:10][N:11]([CH:14]([c:15]2[cH:16][c:17]([C:21]([F:22])([F:23])[F:24])[cH:18][cH:19][cH:20]2)[C:25](=[O:26])[O:27][CH2:28][CH3:29])[CH2:12][CH2:13]1.[H-:30].[H-:33].[H-:34].[H-:35].[Li+:32].[O:36]1[CH2:37][CH2:38][CH2:39][CH2:40]1>>[C:1]([CH3:2])([CH3:3])([CH3:4])[O:5][C:6](=[O:7])[N:8]1[CH2:9][CH2:10][N:11]([CH:14]([c:15]2[cH:16][c:17]([C:21]([F:22])([F:23])[F:24])[cH:18][cH:19][cH:20]2)[CH2:25][OH:26])[CH2:12][CH2:13]1. The reactants are ClC1=NC(=NC(=C1C#N)Cl)NCC (4,6-dichloro-2-ethylamino-5-pyrimidinecarbonitrile), C(C)(C)N (isopropylamine). Solvent: CC(=O)C (acetone), CC(=O)C (acetone). Reaction conditions: time 16 hour. Yields the product ClC1=NC(=NC(=C1C#N)NC(C)C)NCC (4-chloro-2-ethylamino-6-isopropylamino-5-pyrimidinecarbonitrile). Yield: 94.7%. As a reaction SMILES: Cl[C:2]1[C:7]([C:8]#[N:9])=[C:6]([Cl:10])[N:5]=[C:4]([NH:11][CH2:12][CH3:13])[N:3]=1.[CH:14]([NH2:17])([CH3:16])[CH3:15]>CC(C)=O>[Cl:10][C:6]1[C:7]([C:8]#[N:9])=[C:2]([NH:17][CH:14]([CH3:16])[CH3:15])[N:3]=[C:4]([NH:11][CH2:12][CH3:13])[N:5]=1. Reported procedure: To a stirred solution of 6.5 grams of 4,6-dichloro-2-ethylamino-5-pyrimidinecarbonitrile in 100 ml of acetone was added dropwise 7.4 grams of isopropylamine in 30 ml of acetone. Upon complete addition, the reaction mixture was stirred at room temperature for 16 hours. The acetone was removed by evaporation under reduced pressure, and the solid residue was washed with water. The resultant solid was collected by filtration to give 6.8 grams of 4-chloro-2-ethylamino-6-isopropylamino-5-pyrimidinecar... Starting materials: O=C1COCCN1Cc1cccnc1Br, O=C([O-])[O-], CNC1CCCCC1NC, CN(C)C=O, Cc1n[nH]cc1CN1CCC2(CC1)OCC(F)(F)c1cc(Cl)sc12, [Cs+], [Cs+], [Cu]I. Yields the product Cc1nn(-c2ncccc2CN2CCOCC2=O)cc1CN1CCC2(CC1)OCC(F)(F)c1cc(Cl)sc12. RXN SMILES: [Br:25][c:26]1[n:27][cH:28][cH:29][cH:30][c:31]1[CH2:32][N:33]1[C:34](=[O:39])[CH2:35][O:36][CH2:37][CH2:38]1.[C:40](=[O:41])([O-:42])[O-:43].[CH3:46][NH:47][CH:48]1[CH2:49][CH2:50][CH2:51][CH2:52][CH:53]1[NH:54][CH3:55].[CH3:56][N:57]([CH3:58])[CH:59]=[O:60].[Cl:1][c:2]1[cH:3][c:4]2[c:5]([s:24]1)[C:6]1([O:7][CH2:8][C:9]2([F:10])[F:11])[CH2:12][CH2:13][N:14]([CH2:17][c:18]2[c:19]([CH3:23])[n:20][nH:21][cH:22]2)[CH2:15][CH2:16]1.[Cs+:44].[Cs+:45].[Cu:61][I:62]>>[Cl:1][c:2]1[cH:3][c:4]2[c:5]([s:24]1)[C:6]1([O:7][CH2:8][C:9]2([F:10])[F:11])[CH2:12][CH2:13][N:14]([CH2:17][c:18]2[c:19]([CH3:23])[n:20][n:21](-[c:26]3[n:27][cH:28][cH:29][cH:30][c:31]3[CH2:32][N:33]3[C:34](=[O:39])[CH2:35][O:36][CH2:37][CH2:38]3)[cH:22]2)[CH2:15][CH2:16]1. Reactants: N1CCNCCNCCNCC1 (1,4,7,10-tetraazacyclododecane), [Li+].[Cl-] (LiCl), C12C(CCCC1)O2 (cyclohexene oxide). Solvent: C(C)(C)O (isopropanol), C(C)(C)O (isopropanol). Run at temperature 0 celsius. The product is OC1CCCCC1N1CCNCCN(CCNCC1)C1CCCCC1O.[Li+].[Cl-] (1,7-Bis(6-hydroxycyclohexyl)-1,4,7,10-tetraazacyclododecane LiCl). RXN SMILES: [NH:1]1[CH2:12][CH2:11][NH:10][CH2:9][CH2:8][NH:7][CH2:6][CH2:5][NH:4][CH2:3][CH2:2]1.[Li+:13].[Cl-:14].[CH:15]12[O:21][CH:16]1[CH2:17][CH2:18][CH2:19][CH2:20]2>C(O)(C)C>[OH:21][CH:16]1[CH:17]([N:1]2[CH2:12][CH2:11][NH:10][CH2:9][CH2:8][N:7]([CH:17]3[CH:16]([OH:21])[CH2:15][CH2:20][CH2:19][CH2:18]3)[CH2:6][CH2:5][NH:4][CH2:3][CH2:2]2)[CH2:18][CH2:19][CH2:20][CH2:15]1.[Li+:13].[Cl-:14] |f:1.2,5.6.7|. Procedure: 10 g (58.08 mmol) of 1,4,7,10-tetraazacyclododecane, 4.85 g (116.16 mmol) of LiCl and 56.5 g (580.0 mmol) of cyclohexene oxide (7-oxabicyclo[4.1.0]heptane) are suspended in 20 ml of isopropanol and refluxed for 20 hours. Then, the reaction mixture is mixed with 30 ml of isopropanol and slowly cooled to 0° C. The crystals that are obtained are suctioned off, washed with 30 ml of methyl-tert-butyl ether and dried in a vacuum. 19.5 g (82% of theory) of 1,7-bis(6-hydroxycyclohexyl)-1,4,7,10-tetraaza... Starting materials: N1CCC(CC1)CO (4-piperidinemethanol), O (Water), ClCC=1C(=NC=CC1)OC (3-(chloromethyl)-2-methoxypyridine), C([O-])([O-])=O.[K+].[K+] (potassium carbonate). The solvent is CN(C=O)C (N,N-dimethylformamide). Reaction conditions: time 12 hour. Product: COC1=NC=CC=C1CN1CCC(CC1)CO (1-[(2-Methoxy-3-pyridyl)methyl]-4-piperidinemethanol). The yield is 82.6%. As a reaction SMILES: [NH:1]1[CH2:6][CH2:5][CH:4]([CH2:7][OH:8])[CH2:3][CH2:2]1.Cl[CH2:10][C:11]1[C:12]([O:17][CH3:18])=[N:13][CH:14]=[CH:15][CH:16]=1.C(=O)([O-])[O-].[K+].[K+].O>CN(C)C=O>[CH3:18][O:17][C:12]1[C:11]([CH2:10][N:1]2[CH2:6][CH2:5][CH:4]([CH2:7][OH:8])[CH2:3][CH2:2]2)=[CH:16][CH:15]=[CH:14][N:13]=1 |f:2.3.4|. Reported procedure: 10 g of 4-piperidinemethanol, 13 g of 3-(chloromethyl)-2-methoxypyridine and 24 g of potassium carbonate were suspended in 80 ml of N,N-dimethylformamide, and the mixture was stirred at room temperature for 12 hours. Water was added to the reaction solution, the mixture was extracted with ethyl acetate. The organic layer was washed with brine, and then the layer was dried over anhydrous magnesium sulfate. The solvent was evaporated, to give 16.1 g of the title compound as a pale brown oil. Starting materials: COC(=O)C1=NNC=N1 (1H-1,2,4-triazole-3-carboxylic acid methyl ester), N1C=CC2=CC(=CC=C12)B(O)O (1H-indol-5-ylboronic acid), N1=CC=CC=C1 (pyridine). The reagents and catalysts are C(C)(=O)[O-].[Cu+2].C(C)(=O)[O-] (copper (II) acetate). Run in CN(C=O)C (N,N-dimethylformamide). Yields the product COC(=O)C1=NN(C=N1)C=1C=C2C=CNC2=CC1 (1-(1H-indol-5-yl)-1,2,4-triazole-3-carboxylic acid methyl ester). Isolated yield 24.5%. RXN SMILES: [CH3:1][O:2][C:3]([C:5]1[N:9]=[CH:8][NH:7][N:6]=1)=[O:4].[NH:10]1[C:18]2[C:13](=[CH:14][C:15](B(O)O)=[CH:16][CH:17]=2)[CH:12]=[CH:11]1.N1C=CC=CC=1>C([O-])(=O)C.[Cu+2].C([O-])(=O)C.CN(C)C=O>[CH3:1][O:2][C:3]([C:5]1[N:9]=[CH:8][N:7]([C:15]2[CH:14]=[C:13]3[C:18](=[CH:17][CH:16]=2)[NH:10][CH:11]=[CH:12]3)[N:6]=1)=[O:4] |f:3.4.5|. Reported procedure: 1H-1,2,4-triazole-3-carboxylic acid methyl ester (1.12 g, 8.79 mmol), 1H-indol-5-ylboronic acid (1.42 g, 8.79 mmol), N,N-dimethylformamide (90 mL), copper (II) acetate (1.20 g, 6.60 mmol) and pyridine (1.40 mL, 17.3 mmol) were reacted according to the same procedure as Preparation 1 to give the title compound (519.7 mg, 2.15 mmol, 24% Yield). Reactants: N1C=C(C2=CC=CC=C12)C(=O)OCC1CC2CCCCN2CC1 (Quinolizidin-2-ylmethyl indole-3-carboxylate), C1(CCCCC1)CBr (cyclohexylmethyl bromide). The product is C1(CCCCC1)CN1C=C(C2=CC=CC=C12)C(=O)OCC1CC2CCCCN2CC1 (Quinolizidin-2-ylmethyl 1-cyclohexylmethylindole-3-carboxylate). As a reaction SMILES: [NH:1]1[C:9]2[C:4](=[CH:5][CH:6]=[CH:7][CH:8]=2)[C:3]([C:10]([O:12][CH2:13][CH:14]2[CH2:23][CH2:22][N:21]3[CH:16]([CH2:17][CH2:18][CH2:19][CH2:20]3)[CH2:15]2)=[O:11])=[CH:2]1.[CH:24]1([CH2:30]Br)[CH2:29][CH2:28][CH2:27][CH2:26][CH2:25]1>>[CH:24]1([CH2:30][N:1]2[C:9]3[C:4](=[CH:5][CH:6]=[CH:7][CH:8]=3)[C:3]([C:10]([O:12][CH2:13][CH:14]3[CH2:23][CH2:22][N:21]4[CH:16]([CH2:17][CH2:18][CH2:19][CH2:20]4)[CH2:15]3)=[O:11])=[CH:2]2)[CH2:29][CH2:28][CH2:27][CH2:26][CH2:25]1. Procedure details: eq-Quinolizidin-2-ylmethyl indole-3-carboxylate (E9b) was alkylated with cyclohexylmethyl bromide using the method of Example 18. The product was chromatographed on silica gel eluting initially with ether, then with ethyl acetate, to afford a colourless oil, which crystallised from n-pentane to give the title compound (E29) as a white solid mp 98°-100° C.